This data is from the Open Reaction Database (ORD), a public repository of structured organic reaction records. The task is: describe an organic reaction: reactants, conditions, products, and yield The reactants are Fc1cc(Cl)cc(Br)c1, C[O-], CO, [Na+]. Yields the product COc1cc(Cl)cc(Br)c1. Reaction SMILES: [Br:1][c:2]1[cH:3][c:4]([Cl:9])[cH:5][c:6]([F:8])[cH:7]1.[CH3:10][O-:11].[CH3:13][OH:14].[Na+:12]>>[Br:1][c:2]1[cH:3][c:4]([Cl:9])[cH:5][c:6]([O:11][CH3:10])[cH:7]1. Reactants: Cc1cc2c(CCC3CO3)c(C)ccc2[nH]1, CCO, CCN(C(C)C)C(C)C, C1=CCC2CNC(C1)CN2c1ccc2ccccc2c1. The product is Cc1cc2c(CCC(O)CN3CC4CC=CCC3CN4c3ccc4ccccc4c3)c(C)ccc2[nH]1. Reaction SMILES: [CH3:1][c:2]1[nH:3][c:4]2[cH:5][cH:6][c:7]([CH3:16])[c:8]([CH2:11][CH2:12][CH:13]3[O:14][CH2:15]3)[c:9]2[cH:10]1.[CH3:46][CH2:47][OH:48].[CH:37]([N:38]([CH2:39][CH3:40])[CH:41]([CH3:42])[CH3:43])([CH3:44])[CH3:45].[cH:17]1[c:18]([N:27]2[CH:28]3[CH2:29][CH:30]=[CH:31][CH2:32][CH:33]([CH2:34]2)[NH:35][CH2:36]3)[cH:19][cH:20][c:21]2[cH:22][cH:23][cH:24][cH:25][c:26]12>>[CH3:1][c:2]1[nH:3][c:4]2[cH:5][cH:6][c:7]([CH3:16])[c:8]([CH2:11][CH2:12][CH:13]([OH:14])[CH2:15][N:35]3[CH:33]4[CH2:32][CH:31]=[CH:30][CH2:29][CH:28]([N:27]([c:18]5[cH:17][c:26]6[c:21]([cH:20][cH:19]5)[cH:22][cH:23][cH:24][cH:25]6)[CH2:34]4)[CH2:36]3)[c:9]2[cH:10]1. The reactants are FC=1C=C(C=CC1F)C1NCC(CC1)(C)C (2-(3,4-Difluorophenyl)-5,5-dimethylpiperidine), [H-].[Na+] (NaH), [OH-].[Na+] (NaOH), solution, BrCC(=O)OC (methyl bromoacetate), Cl (HCl), BrCC(=O)OC (methyl bromoacetate). Solvent: C1CCOC1 (THF). Reaction conditions: time 15 minute. The product is FC=1C=C(C=CC1F)C1CCC(C(N1CC(=O)O)=O)(C)C ([6-(3,4-Difluorophenyl)-3,3-dimethyl-2-oxopiperidin-1-yl]acetic acid). Reaction SMILES: [F:1][C:2]1[CH:3]=[C:4]([CH:9]2[CH2:14][CH2:13][C:12]([CH3:16])([CH3:15])[CH2:11][NH:10]2)[CH:5]=[CH:6][C:7]=1[F:8].[H-].[Na+].Br[CH2:20][C:21]([O:23]C)=[O:22].[OH-:25].[Na+].Cl>C1COCC1>[F:1][C:2]1[CH:3]=[C:4]([CH:9]2[N:10]([CH2:20][C:21]([OH:23])=[O:22])[C:11](=[O:25])[C:12]([CH3:16])([CH3:15])[CH2:13][CH2:14]2)[CH:5]=[CH:6][C:7]=1[F:8] |f:1.2,4.5|. Procedure: To a stirred solution of 2-(3,4-difluorophenyl)-5,5-dimethylpiperidine from Step A (47.0 mg, 0.209 mmol) in THF (2 mL) at 0° C. was added NaH (12.0 mg of a 60% dispersion in oil, 0.292 mmol). After 15 min, methyl bromoacetate (0.022 mL, 0.229 mmol) was added and the mixture was stirred at ambient temperature for 4 d, with additional methyl bromoacetate (0.022 mL, 0.229 mmol) added on the 2nd and 3rd days. Added NaOH (0.627 mL of a 1M solution) and the mixture was stirred at 50° C. for 16 h. The ... Procedure: The title compound was prepared in accordance with the general method of Example 244(C), from tert-butyl 3-chlorophenyl(pent-4-ynoyl)carbamate (250 mg, 0.82 mmol) and 2-bromopyridine (129 mg, 0.82 mmol). The crude residue was purified over silicagel chromatography (prepacked 25 g silicagel column cyclohexane/AcOEt: 70/30 as eluent) to afford 226 mg of tert-butyl 3-chlorophenyl(pent-4-ynoyl)carbamate as a brown oil (Yield: 72%). Reaction SMILES: [Cl:1][C:2]1[CH:3]=[C:4]([N:8]([C:16](=[O:21])[CH2:17][CH2:18][C:19]#[CH:20])[C:9](=[O:15])[O:10][C:11]([CH3:14])([CH3:13])[CH3:12])[CH:5]=[CH:6][CH:7]=1.Br[C:23]1[CH:28]=[CH:27][CH:26]=[CH:25][N:24]=1>>[Cl:1][C:2]1[CH:3]=[C:4]([N:8]([C:16](=[O:21])[CH2:17][CH2:18][C:19]#[C:20][C:23]2[CH:28]=[CH:27][CH:26]=[CH:25][N:24]=2)[C:9](=[O:15])[O:10][C:11]([CH3:12])([CH3:13])[CH3:14])[CH:5]=[CH:6][CH:7]=1.[Cl:1][C:2]1[CH:3]=[C:4]([N:8]([C:16](=[O:21])[CH2:17][CH2:18][C:19]#[CH:20])[C:9](=[O:15])[O:10][C:11]([CH3:12])([CH3:13])[CH3:14])[CH:5]=[CH:6][CH:7]=1. Isolated yield 179.1%. The reactants are ClC=1C=C(C=CC1)N(C(OC(C)(C)C)=O)C(CCC#C)=O (tert-butyl 3-chlorophenyl(pent-4-ynoyl)carbamate), BrC1=NC=CC=C1 (2-bromopyridine). Yields the product ClC=1C=C(C=CC1)N(C(OC(C)(C)C)=O)C(CCC#CC1=NC=CC=C1)=O (tert-Butyl 3-chlorophenyl(5-(pyridin-2-yl)pent-4-ynoyl)carbamate), ClC=1C=C(C=CC1)N(C(OC(C)(C)C)=O)C(CCC#C)=O (tert-butyl 3-chlorophenyl(pent-4-ynoyl)carbamate). The reactants are C1(CCCCC1)P(C1CCCCC1)C1CCCCC1 (tricyclohexylphosphine), C(CCCCC)C=1C=C(C=CC1)C1=NC(=C(N1C)C(=O)N1CCC(CC1)N1CCCC1)I ([2-(3-Hexyl-phenyl)-5-iodo-3-methyl-3H-imidazol-4-yl]-(4-pyrrolidin-1-yl-piperidin-1-yl)-methanone), C1(CC1)B(O)O (cyclopropyl boronic acid), P(=O)([O-])([O-])[O-].[K+].[K+].[K+] (potassium phosphate). Reagents/catalysts: C(C)(=O)[O-].[Pd+2].C(C)(=O)[O-] (palladium(II)acetate). The solvent is C1(=CC=CC=C1)C (toluene), O (water). Reaction conditions: temperature 100 celsius, time 18 hour. Yields the product C1(CC1)C1=C(N(C(=N1)C1=CC(=CC=C1)CCCCCC)C)C(=O)N1CCC(CC1)N1CCCC1 ([5-Cyclopropyl-2-(3-hexyl-phenyl)-3-methyl-3H-imidazol-4-yl]-(4-pyrrolidin-1-yl-piperidin-1-yl)-methanone). The yield is 33.3%. Reaction SMILES: [CH2:1]([C:7]1[CH:8]=[C:9]([C:13]2[N:17]([CH3:18])[C:16]([C:19]([N:21]3[CH2:26][CH2:25][CH:24]([N:27]4[CH2:31][CH2:30][CH2:29][CH2:28]4)[CH2:23][CH2:22]3)=[O:20])=[C:15](I)[N:14]=2)[CH:10]=[CH:11][CH:12]=1)[CH2:2][CH2:3][CH2:4][CH2:5][CH3:6].[CH:33]1(B(O)O)[CH2:35][CH2:34]1.P([O-])([O-])([O-])=O.[K+].[K+].[K+].C1(P(C2CCCCC2)C2CCCCC2)CCCCC1>C1(C)C=CC=CC=1.C([O-])(=O)C.[Pd+2].C([O-])(=O)C.O>[CH:33]1([C:15]2[N:14]=[C:13]([C:9]3[CH:10]=[CH:11][CH:12]=[C:7]([CH2:1][CH2:2][CH2:3][CH2:4][CH2:5][CH3:6])[CH:8]=3)[N:17]([CH3:18])[C:16]=2[C:19]([N:21]2[CH2:22][CH2:23][CH:24]([N:27]3[CH2:31][CH2:30][CH2:29][CH2:28]3)[CH2:25][CH2:26]2)=[O:20])[CH2:35][CH2:34]1 |f:2.3.4.5,8.9.10|. Procedure details: A suspension of 0.275 g (0.50 mmol) of [2-(3-hexyl-phenyl)-5-iodo-3-methyl-3H-imidazol-4-yl]-(4-pyrrolidin-1-yl-piperidin-1-yl)-methanone (example 2), 0.086 g (1.0 mmol) of cyclopropyl boronic acid and 0.573 g (2.7 mmol) of tribasic potassium phosphate in 10 ml of toluene was treated with 0.30 ml of water, followed by 0.031 g (0.11 mmol) of tricyclohexylphosphine and 0.012 g (0.055 mmol) of palladium(II)acetate. This reaction mixture was heated up to 100° C., stirred for 18 hours at this tempera... Product: O=C1CN(Cc2ccccc2)CC(=O)N1. RXN SMILES: [C:27](=[O:28])([O-:29])[OH:30].[CH2:1]([c:2]1[cH:3][cH:4][cH:5][cH:6][cH:7]1)[N:8]([CH2:9][C:10](=[O:11])[OH:15])[CH2:13][C:14](=[O:12])[OH:16].[CH3:21][CH2:22][O:23][C:24](=[O:25])[CH3:26].[CH3:32][N:33]([CH3:34])[CH:35]=[O:36].[CH:17]([O-:18])=[O:19].[NH4+:20].[Na+:31]>>[CH2:1]([c:2]1[cH:3][cH:4][cH:5][cH:6][cH:7]1)[N:8]1[CH2:9][C:10](=[O:11])[NH:20][C:14](=[O:16])[CH2:13]1. The reactants are O=C([O-])O, O=C(O)CN(CC(=O)O)Cc1ccccc1, CCOC(C)=O, CN(C)C=O, O=C[O-], [NH4+], [Na+]. Starting materials: C(CCC)C1=NC2=C(N1CC1=CC=C(C=C1)C=1C(=CC=CC1)C(=O)OC(C)(C)C)C=C(C=C2C)C=2N=C1N(C=CC=C1)C2 (tert.-butyl 4'-[[2-n-butyl-4-methyl-6-(imidazo[1,2-a]pyridin-2-yl)-benzimidazol-1-yl]-methyl]-biphenyl-2-carboxylate), FC(C(=O)O)(F)F (trifluoroacetic acid). Run in C(Cl)Cl (methylene chloride). The product is C(CCC)C1=NC2=C(N1CC1=CC=C(C=C1)C=1C(=CC=CC1)C(=O)O)C=C(C=C2C)C=2N=C1N(C=CC=C1)C2 (4'-[[2-n-Butyl-4-methyl-6-(imidazo[1,2-a]pyridin-2-yl)-benzimidazol-1-yl]-methyl]-biphenyl-2-carboxylic acid). RXN SMILES: [CH2:1]([C:5]1[N:9]([CH2:10][C:11]2[CH:16]=[CH:15][C:14]([C:17]3[C:18]([C:23]([O:25]C(C)(C)C)=[O:24])=[CH:19][CH:20]=[CH:21][CH:22]=3)=[CH:13][CH:12]=2)[C:8]2[CH:30]=[C:31]([C:35]3[N:36]=[C:37]4[CH:42]=[CH:41][CH:40]=[CH:39][N:38]4[CH:43]=3)[CH:32]=[C:33]([CH3:34])[C:7]=2[N:6]=1)[CH2:2][CH2:3][CH3:4].FC(F)(F)C(O)=O>C(Cl)Cl>[CH2:1]([C:5]1[N:9]([CH2:10][C:11]2[CH:16]=[CH:15][C:14]([C:17]3[C:18]([C:23]([OH:25])=[O:24])=[CH:19][CH:20]=[CH:21][CH:22]=3)=[CH:13][CH:12]=2)[C:8]2[CH:30]=[C:31]([C:35]3[N:36]=[C:37]4[CH:42]=[CH:41][CH:40]=[CH:39][N:38]4[CH:43]=3)[CH:32]=[C:33]([CH3:34])[C:7]=2[N:6]=1)[CH2:2][CH2:3][CH3:4]. Procedure: Prepared analogously to Example 1 from tert.-butyl 4'-[[2-n-butyl-4-methyl-6-(imidazo[1,2-a]pyridin-2-yl)-benzimidazol-1-yl]-methyl]-biphenyl-2-carboxylate and trifluoroacetic acid in methylene chloride. The reactants are C(C)(=O)OCC (ethyl acetate), FC1=C(C=O)C=CC=C1 (2-fluorobenzaldehyde), SCCCC(=O)OC (Methyl 4-mercaptobutyrate), C([O-])([O-])=O.[K+].[K+] (potassium carbonate). Run in CN(C=O)C (dimethylformamide). Reaction conditions: time 14 hour. Yields the product C(=O)C1=C(C=CC=C1)SCCCC(=O)OC (methyl 4-(2-formylphenylthio)butyrate). Isolated yield 95.0%. Reaction SMILES: F[C:2]1[CH:9]=[CH:8][CH:7]=[CH:6][C:3]=1[CH:4]=[O:5].C(=O)([O-])[O-].[K+].[K+].[SH:16][CH2:17][CH2:18][CH2:19][C:20]([O:22][CH3:23])=[O:21].C(OCC)(=O)C>CN(C)C=O>[CH:4]([C:3]1[CH:6]=[CH:7][CH:8]=[CH:9][C:2]=1[S:16][CH2:17][CH2:18][CH2:19][C:20]([O:22][CH3:23])=[O:21])=[O:5] |f:1.2.3|. Procedure: Under an argon atmosphere, 2-fluorobenzaldehyde (3 g) was dissolved in 9 ml of dimethylformamide and potassium carbonate (5.01 g) was added. Methyl 4-mercaptobutyrate (4.5 ml) was added at room temperature and-was stirred at room temperature for 14 hours. After the addition of 50 ml of ethyl acetate, the mixture was washed with 30 ml of water twice, 3 ml of a 1N hydrochloric acid, and 30 ml of water three times. After drying with anhydrous sodium sulfate, the mixture was concentrated. The concen... Starting materials: CI, CO, [Na+], [OH-], O, CCC1(c2nnc(S)n(N)c2=O)CC1. The product is CCC1(c2nnc(SC)n(N)c2=O)CC1. Reaction SMILES: [CH3:16][I:17].[CH3:18][OH:19].[Na+:21].[OH-:20].[OH2:15].[SH:1][c:2]1[n:3][n:4][c:5]([C:10]2([CH2:13][CH3:14])[CH2:11][CH2:12]2)[c:6](=[O:9])[n:7]1[NH2:8]>>[S:1]([c:2]1[n:3][n:4][c:5]([C:10]2([CH2:13][CH3:14])[CH2:11][CH2:12]2)[c:6](=[O:9])[n:7]1[NH2:8])[CH3:16]. Reactants: OB(O)c1cccc2ccccc12 (effective_coupling_partner), COc2ccc(Oc1nc(OC)nc(OC)n1)cc2 (substrate). The reagents and catalysts are dppf. Reaction conditions: temperature 110 celsius, time 24 hour. The product is COc3ccc(c1cccc2ccccc12)cc3.